This data is from the Open Reaction Database (ORD), a public repository of structured organic reaction records. The task is: describe an organic reaction: reactants, conditions, products, and yield The reactants are C(#N)CC(=O)OC (methyl cyanoacetate), C([O-])([O-])=O.[K+].[K+] (potassium carbonate), BrCC(=CCBr)C (1,4-dibromo-2-methyl-2-butene). Run in O1CCCC1 (tetrahydrofuran), O1CCCC1 (tetrahydrofuran). The product is C(#N)C1(C(C1)C(=C)C)C(=O)OC (Methyl 1-cyano-2-(1-methylethenyl)cyclopropane-1-carboxylate). The yield is 102.3%. RXN SMILES: [C:1]([CH2:3][C:4]([O:6][CH3:7])=[O:5])#[N:2].C(=O)([O-])[O-].[K+].[K+].Br[CH2:15][C:16]([CH3:20])=[CH:17][CH2:18]Br>O1CCCC1>[C:1]([C:3]1([C:4]([O:6][CH3:7])=[O:5])[CH2:18][CH:17]1[C:16]([CH3:20])=[CH2:15])#[N:2] |f:1.2.3|. Procedure: A mixture of 65.3 g of methyl cyanoacetate, 228 g of freshly pulverized potassium carbonate and 800 ml of anhydrous tetrahydrofuran was heated at reflux under nitrogen for 2 hours. A solution of 150.5 g of 1,4-dibromo-2-methyl-2-butene in 500 ml of anhydrous tetrahydrofuran was added slowly dropwise to the refluxing reaction mixture over a period of two days. The solids were removed from the cooled reaction mixture by filtration through a bed of celite. The filtrate was concentrated in vacuo to ... RXN SMILES: [CH3:2][c:3]1[cH:4][cH:5][c:6]([S:7]([O:8][CH2:13][CH:14]2[O:15][c:16]3[c:17]([cH:19][c:20]([CH3:30])[cH:21][c:22]3-[c:23]3[cH:24][c:25]([Cl:29])[cH:26][cH:27][cH:28]3)[CH2:18]2)(=[O:9])=[O:10])[cH:11][cH:12]1.[CH3:31][NH2:32].[ClH:1]>>[CH2:13]([CH:14]1[O:15][c:16]2[c:17]([cH:19][c:20]([CH3:30])[cH:21][c:22]2-[c:23]2[cH:24][c:25]([Cl:29])[cH:26][cH:27][cH:28]2)[CH2:18]1)[NH:32][CH3:31]. Reactants: Cc1ccc(S(=O)(=O)OCC2Cc3cc(C)cc(-c4cccc(Cl)c4)c3O2)cc1, CN, Cl. Product: CNCC1Cc2cc(C)cc(-c3cccc(Cl)c3)c2O1.